From a dataset of the Open Reaction Database (ORD), a public repository of structured organic reaction records. describe an organic reaction: reactants, conditions, products, and yield The reactants are CC(C)([O-])C.[K+] (potassium tert-butoxide), CI (methyl iodide), C1(CCCCC1)NC=1OC(C(S(N1)(=O)=O)C=1C=C(C=CC1)O)(C)C (3-(2-cyclohexylamino-6,6-dimethyl-4,4-dioxo-5,6-dihydro-4H-4lambda6-[1,4,3]oxathiazin-5-yl)phenol). Solvent: O (water), S(=S)(=O)([O-])[O-].[Na+].[Na+] (sodium thiosulfate), CN1CCCC1=O (NMP). The product is C1(CCCCC1)NC=1OC(C(S(N1)(=O)=O)C1=CC(=CC=C1)OC)(C)C (Cyclohexyl-[5-(3-methoxyphenyl)-6,6-dimethyl-4,4-dioxo-5,6-dihydro-4H-4lambda6-[1,4,3]oxathiazin-2-yl]amine). The yield is 43.5%. Reaction SMILES: [CH:1]1([NH:7][C:8]2[O:9][C:10]([CH3:24])([CH3:23])[CH:11]([C:16]3[CH:17]=[C:18]([OH:22])[CH:19]=[CH:20][CH:21]=3)[S:12](=[O:15])(=[O:14])[N:13]=2)[CH2:6][CH2:5][CH2:4][CH2:3][CH2:2]1.[CH3:25]C(C)([O-])C.[K+].CI>CN1C(=O)CCC1.O.S([O-])([O-])(=O)=S.[Na+].[Na+]>[CH:1]1([NH:7][C:8]2[O:9][C:10]([CH3:24])([CH3:23])[CH:11]([C:16]3[CH:21]=[CH:20][CH:19]=[C:18]([O:22][CH3:25])[CH:17]=3)[S:12](=[O:15])(=[O:14])[N:13]=2)[CH2:6][CH2:5][CH2:4][CH2:3][CH2:2]1 |f:1.2,6.7.8|. Procedure: To a solution of 120 mg of 3-(2-cyclohexylamino-6,6-dimethyl-4,4-dioxo-5,6-dihydro-4H-4lambda6-[1,4,3]oxathiazin-5-yl)phenol in 2 ml of NMP were added, at room temperature, 38 mg of potassium tert-butoxide and 97 mg of methyl iodide, and the reaction mixture was stirred at constant temperature for 2.5 hours. The reaction solution was diluted with 60 ml of water, 5 ml of 5% aqueous sodium thiosulfate solution were added, and the mixture was extracted twice with 30 ml of ethyl acetate. The combine... The reactants are hexanes ethyl ether, BrC(C(=O)OCC)C(=O)C1=CC(=CC=C1)C#N (ethyl 2-bromo-3-(3-cyanophenyl)-3-oxopropionate), C(C1=CC=CC=C1)NC(=S)N (N-benzylthiourea). The solvent is C(C)O (ethanol). Run at temperature 80 celsius, time 3 hour. Product: C(C1=CC=CC=C1)NC=1SC(=C(N1)C1=CC(=CC=C1)C#N)C(=O)OCC (2-(benzylamino)-4-(3-cyanophenyl)-5-carboethoxythiazole). Isolated yield 48.8%. RXN SMILES: Br[CH:2]([C:8]([C:10]1[CH:15]=[CH:14][CH:13]=[C:12]([C:16]#[N:17])[CH:11]=1)=O)[C:3]([O:5][CH2:6][CH3:7])=[O:4].[CH2:18]([NH:25][C:26]([NH2:28])=[S:27])[C:19]1[CH:24]=[CH:23][CH:22]=[CH:21][CH:20]=1>C(O)C>[CH2:18]([NH:25][C:26]1[S:27][C:2]([C:3]([O:5][CH2:6][CH3:7])=[O:4])=[C:8]([C:10]2[CH:15]=[CH:14][CH:13]=[C:12]([C:16]#[N:17])[CH:11]=2)[N:28]=1)[C:19]1[CH:24]=[CH:23][CH:22]=[CH:21][CH:20]=1. Procedure details: To a solution of ethyl 2-bromo-3-(3-cyanophenyl)-3-oxopropionate (0.60 g, 2.03 mmol) in 20 mL of absolute ethanol was added N-benzylthiourea (0.34 g, 2.03 mmol). The resulting mixture was stirred at 80° C. for 3 h. The reaction was allowed to cool and the solvent was evaporated in vacuo. The residue was taken up in ethyl acetate, washed with saturated aq NaHCO3 and brine, dried (MgSO4) and concentrated in vacuo to-yield a solid. Trituration with hexanes/ethyl ether left the title compound as an ... Starting materials: C(C)(=O)OCC (ethyl acetate), [N+](=O)([O-])C=1C=CC(=C(C1)NS(=O)(=O)C)OC1=CC=CC=C1 (N-(5-nitro-2-phenoxyphenyl)methanesulfonamide), aqueous solution, [Cl-].[NH4+] (ammonium chloride). Reagents/catalysts: [Fe] (iron). Run in O (water). Reaction conditions: temperature 80 celsius. The product is NC=1C=CC(=C(C1)NS(=O)(=O)C)OC1=CC=CC=C1 (N-(5-amino-2-phenoxyphenyl)methanesulfonamide). Yield: 62.9%. As a reaction SMILES: [N+:1]([C:4]1[CH:5]=[CH:6][C:7]([O:15][C:16]2[CH:21]=[CH:20][CH:19]=[CH:18][CH:17]=2)=[C:8]([NH:10][S:11]([CH3:14])(=[O:13])=[O:12])[CH:9]=1)([O-])=O.[Cl-].[NH4+].C(OCC)(=O)C>[Fe].O>[NH2:1][C:4]1[CH:5]=[CH:6][C:7]([O:15][C:16]2[CH:17]=[CH:18][CH:19]=[CH:20][CH:21]=2)=[C:8]([NH:10][S:11]([CH3:14])(=[O:13])=[O:12])[CH:9]=1 |f:1.2|. Reported procedure: To 52.1 g of N-(5-nitro-2-phenoxyphenyl)methanesulfonamide was added 51 ml of an aqueous solution containing 2.7 g of ammonium chloride, and then 42.5 g of an iron powder was added thereto with heating at 80° C. with stirring, followed by stirring for 2 hours. To the reaction cooled to 50° C. were added ethyl acetate and water. The insoluble substances were removed by filtration, and the filtrate was extracted with ethyl acetate. The organic layer was successively washed with water and a saturat... Reactants: c1ccc(CN2CCNCC2)cc1, CC(C)O, O=C1Nc2cccnc2N(C(=O)CCCl)c2ccccc21. Yields the product O=C1Nc2cccnc2N(C(=O)CCN2CCN(Cc3ccccc3)CC2)c2ccccc21. Reaction SMILES: [CH2:22]([c:23]1[cH:24][cH:25][cH:26][cH:27][cH:28]1)[N:29]1[CH2:30][CH2:31][NH:32][CH2:33][CH2:34]1.[CH:35]([OH:36])([CH3:37])[CH3:38].[Cl:1][CH2:2][CH2:3][C:4](=[O:5])[N:6]1[c:7]2[c:8]([cH:18][cH:19][cH:20][n:21]2)[NH:9][C:10](=[O:17])[c:11]2[c:12]1[cH:13][cH:14][cH:15][cH:16]2>>[CH2:2]([CH2:3][C:4](=[O:5])[N:6]1[c:7]2[c:8]([cH:18][cH:19][cH:20][n:21]2)[NH:9][C:10](=[O:17])[c:11]2[c:12]1[cH:13][cH:14][cH:15][cH:16]2)[N:32]1[CH2:31][CH2:30][N:29]([CH2:22][c:23]2[cH:24][cH:25][cH:26][cH:27][cH:28]2)[CH2:34][CH2:33]1. Starting materials: CC#N, [N-]=[N+]=NCC1CC(c2ccc(Br)c(F)c2)=NO1, O, c1ccc(P(c2ccccc2)c2ccccc2)cc1. Yields the product NCC1CC(c2ccc(Br)c(F)c2)=NO1. RXN SMILES: [CH3:37][C:38]#[N:39].[N:1](=[N+:2]=[N-:3])[CH2:4][CH:5]1[CH2:6][C:7]([c:10]2[cH:11][c:12]([F:17])[c:13]([Br:16])[cH:14][cH:15]2)=[N:8][O:9]1.[OH2:40].[c:18]1([P:19]([c:20]2[cH:21][cH:22][cH:23][cH:24][cH:25]2)[c:26]2[cH:27][cH:28][cH:29][cH:30][cH:31]2)[cH:32][cH:33][cH:34][cH:35][cH:36]1>>[NH2:1][CH2:4][CH:5]1[CH2:6][C:7]([c:10]2[cH:11][c:12]([F:17])[c:13]([Br:16])[cH:14][cH:15]2)=[N:8][O:9]1. Reactants: C(C)(=O)N1C(C(C2=CC(=C(C=C12)OC)OC)=C(C1=CC=CC=C1)OCC)=O (1-acetyl-3-(1-ethoxy-1-phenyl-methylidene)-5,6-dimethoxy-2-indolinone), CN1CCN(CC1)C1=CC=C(N)C=C1 (4-(4-methyl-piperazin-1-yl)-aniline). Product: CN1CCN(CC1)C1=CC=C(N\C(\C2=CC=CC=C2)=C\2/C(NC3=CC(=C(C=C23)OC)OC)=O)C=C1 (3-(Z)-{1-[4-(4-methyl-piperazin-1-yl)-anilino]-1-phenyl-methylidene}-5,6-dimethoxy-2-indolinone). Reaction SMILES: C([N:4]1[C:12]2[C:7](=[CH:8][C:9]([O:15][CH3:16])=[C:10]([O:13][CH3:14])[CH:11]=2)[C:6](=[C:17](OCC)[C:18]2[CH:23]=[CH:22][CH:21]=[CH:20][CH:19]=2)[C:5]1=[O:27])(=O)C.[CH3:28][N:29]1[CH2:34][CH2:33][N:32]([C:35]2[CH:41]=[CH:40][C:38]([NH2:39])=[CH:37][CH:36]=2)[CH2:31][CH2:30]1>>[CH3:28][N:29]1[CH2:30][CH2:31][N:32]([C:35]2[CH:41]=[CH:40][C:38]([NH:39]/[C:17](=[C:6]3\[C:5](=[O:27])[NH:4][C:12]4[C:7]\3=[CH:8][C:9]([O:15][CH3:16])=[C:10]([O:13][CH3:14])[CH:11]=4)/[C:18]3[CH:19]=[CH:20][CH:21]=[CH:22][CH:23]=3)=[CH:37][CH:36]=2)[CH2:33][CH2:34]1. Procedure details: Prepared from 1-acetyl-3-(1-ethoxy-1-phenyl-methylidene)-5,6-dimethoxy-2-indolinone and 4-(4-methyl-piperazin-1-yl)-aniline RXN SMILES: [CH3:1][O:2][c:3]1[c:4]([N+:15]([O-:16])=[O:17])[cH:5][c:6]2[c:7]([cH:14]1)[CH2:8][C:9](=[O:13])[NH:10][CH2:11][CH2:12]2.[CH3:20][OH:21].[H:18][H:19].[Pd:22]>>[CH3:1][O:2][c:3]1[c:4]([NH2:15])[cH:5][c:6]2[c:7]([cH:14]1)[CH2:8][C:9](=[O:13])[NH:10][CH2:11][CH2:12]2. Reactants: COc1cc2c(cc1[N+](=O)[O-])CCNC(=O)C2, CO, [H][H], [Pd]. Product: COc1cc2c(cc1N)CCNC(=O)C2.